Task: describe an organic reaction: reactants, conditions, products, and yield. Dataset: the Open Reaction Database (ORD), a public repository of structured organic reaction records Starting materials: [OH-].[Na+] (sodium hydroxide), C(C)(=O)OC1CCC(C2=CC(=CC=C12)OC)CCNC(C)=O (4-[2-(Acetylamino)ethyl]-6-methoxy-1,2,3,4-tetrahydro-1-naphthyl acetate), Cl (Hydrochloric acid). Run in CO.O (methanol water). Conditions: time 1 hour. Product: COC1=CC=C2C=CCC(C2=C1)CCNC(C)=O (N-[2-(7-Methoxy-1,2-dihydro-1-naphthyl)ethyl]acetamide). Isolated yield 61.0%. Reaction SMILES: C(O[CH:5]1[C:14]2[C:9](=[CH:10][C:11]([O:15][CH3:16])=[CH:12][CH:13]=2)[CH:8]([CH2:17][CH2:18][NH:19][C:20](=[O:22])[CH3:21])[CH2:7][CH2:6]1)(=O)C.[OH-].[Na+].Cl>CO.O>[CH3:16][O:15][C:11]1[CH:10]=[C:9]2[C:14]([CH:5]=[CH:6][CH2:7][CH:8]2[CH2:17][CH2:18][NH:19][C:20](=[O:22])[CH3:21])=[CH:13][CH:12]=1 |f:1.2,4.5|. Procedure details: To a solution of the compound obtained in Step D (261 mg, 0.86 mmol) in a mixture of methanol/water (2/0.2 mL) at ambient temperature there is added sodium hydroxide (86 mg, 2.14 mmol). The mixture is stirred for 1 hour under reflux, and the solution is then cooled. Hydrochloric acid (2.6 mL, 2.6 mmol, 1N) is added and the mixture is stirred overnight. The aqueous phase is extracted with dichloromethane, and the organic phases are washed with saturated NaCl solution, dried over magnesium sulphat... The reactants are solution, O1CCOCC1.Cl (hydrogen chloride dioxane), C(C)(C)(C)OC(=O)N1[C@H](CCC1)COC1=C(C=CC=C1)CCC1=CC(=CC=C1)OC ((R)-1-t-butoxycarbonyl-2-{2-[2-(3-methoxyphenyl)ethyl]phenoxymethyl}pyrrolidine). Solvent: O1CCOCC1 (dioxane). Reaction conditions: time 1 hour. Product: Cl.COC=1C=C(C=CC1)CCC1=C(OC[C@@H]2NCCC2)C=CC=C1 ((R)-2-{2-[2-(3-Methoxyphenyl)ethyl]phenoxymethyl}pyrrolidine hydrochloride). As a reaction SMILES: O1CCOCC1.[ClH:7].C(OC([N:15]1[CH2:19][CH2:18][CH2:17][C@@H:16]1[CH2:20][O:21][C:22]1[CH:27]=[CH:26][CH:25]=[CH:24][C:23]=1[CH2:28][CH2:29][C:30]1[CH:35]=[CH:34][CH:33]=[C:32]([O:36][CH3:37])[CH:31]=1)=O)(C)(C)C>O1CCOCC1>[ClH:7].[CH3:37][O:36][C:32]1[CH:31]=[C:30]([CH2:29][CH2:28][C:23]2[CH:24]=[CH:25][CH:26]=[CH:27][C:22]=2[O:21][CH2:20][C@H:16]2[CH2:17][CH2:18][CH2:19][NH:15]2)[CH:35]=[CH:34][CH:33]=1 |f:0.1,4.5|. Procedure details: 5 ml of a 4N solution of hydrogen chloride dioxane were added to a solution of 540 mg of (R)-1-t-butoxycarbonyl-2-{2-[2-(3-methoxyphenyl)ethyl]phenoxymethyl}pyrrolidine [prepared as described in step (a) above] in 5 ml of dioxane, and the resulting solution was allowed to stand at room temperature for 1 hour. At the end of this time, the solvent was removed by distillation under reduced pressure, and the resulting residue was dried in vacuo, to give 456 mg (a quantitative yield) of the title com...